From a dataset of the Open Reaction Database (ORD), a public repository of structured organic reaction records. describe an organic reaction: reactants, conditions, products, and yield The reactants are C(=O)(O)[O-].[Na+] (NaHCO3), ClC1=NC=CN=C1 (2-chloropyrazine), BrC1=C2C=CNC2=CC=C1 (4-Bromoindole), B1(OC(C(O1)(C)C)(C)C)B2OC(C(O2)(C)C)(C)C (bis(pinacolato)diboron), C(C)(=O)[O-].[K+] (potassium acetate). Reaction conditions: temperature 125 celsius, time 900 second. Procedure: 4-Bromoindole (0.1 g, 0.51 mmol), bis(pinacolato)diboron (0.172 g, 0.77 mmol), potassium acetate (0.075 g, 0.765 mmol) and PdCl2 (0.022 g, 0.031 mmol) were dissolved in DME (3 mL) and heated in the microwave for 900 seconds at 125° C. The reaction was cooled and NaHCO3 (0.129 g, 1.53 mmol), 2-chloropyrazine (0.087 g, 0.77 mmol) tetrakis(triphenylphosphine)palladium (0.0295 g, 0.026 mmol), H2O (1 mL) and DME (1 mL) were added and the mixture was stirred in the microwave for 900 seconds at 120° C.... The reagents and catalysts are Cl[Pd]Cl (PdCl2). RXN SMILES: Br[C:2]1[CH:10]=[CH:9][CH:8]=[C:7]2[C:3]=1[CH:4]=[CH:5][NH:6]2.B1(B2OC(C)(C)C(C)(C)O2)OC(C)(C)C(C)(C)O1.C([O-])(=O)C.[K+].C([O-])(O)=O.[Na+].Cl[C:40]1[CH:45]=[N:44][CH:43]=[CH:42][N:41]=1>COCCOC.ClCCl.Cl[Pd]Cl.O>[N:41]1[CH:42]=[CH:43][N:44]=[CH:45][C:40]=1[C:2]1[CH:10]=[CH:9][CH:8]=[C:7]2[C:3]=1[CH:4]=[CH:5][NH:6]2 |f:2.3,4.5|. The solvent is COCCOC (DME), O (H2O), COCCOC (DME), ClCCl (dichloromethane). The product is N1=C(C=NC=C1)C1=C2C=CNC2=CC=C1 (4-Pyrazin-2-yl-1H-indole). The reactants are FC1=C(C=CC(=C1)F)S(=O)(=O)NC=1C(=NC=C(C1)C1=CC(=C2C=NN(C2=C1)S(=O)(=O)C1=CC=CC=C1)C=1OC(=CN1)CN1CCN(CC1)C(C)C)OC (2,4-Difluoro-N-[5-[4-(5-{[4-(1-methylethyl)-1-piperazinyl]methyl}-1,3-oxazol-2-yl)-1-(phenylsulfonyl)-1H-indazol-6-yl]-2-(methyloxy)-3-pyridinyl]benzenesulfonamide), [OH-].[Na+] (sodium hydroxide). The solvent is CO (MeOH), C(C)(C)O (isopropanol). Conditions: time 2 hour. Yields the product FC1=C(C=CC(=C1)F)S(=O)(=O)NC=1C(=NC=C(C1)C1=CC(=C2C=NNC2=C1)C=1OC(=CN1)CN1CCN(CC1)C(C)C)OC (2,4-Difluoro-N-[5-[4-(5-{[4-(1-methylethyl)-1-piperazinyl]methyl}-1,3-oxazol-2-yl)-1H-indazol-6-yl]-2-(methyloxy)-3-pyridinyl]benzenesulfonamide). The yield is 68.1%. Reaction SMILES: [F:1][C:2]1[CH:7]=[C:6]([F:8])[CH:5]=[CH:4][C:3]=1[S:9]([NH:12][C:13]1[C:14]([O:52][CH3:53])=[N:15][CH:16]=[C:17]([C:19]2[CH:27]=[C:26]3[C:22]([CH:23]=[N:24][N:25]3S(C3C=CC=CC=3)(=O)=O)=[C:21]([C:37]3[O:38][C:39]([CH2:42][N:43]4[CH2:48][CH2:47][N:46]([CH:49]([CH3:51])[CH3:50])[CH2:45][CH2:44]4)=[CH:40][N:41]=3)[CH:20]=2)[CH:18]=1)(=[O:11])=[O:10].[OH-].[Na+]>C(O)(C)C.CO>[F:1][C:2]1[CH:7]=[C:6]([F:8])[CH:5]=[CH:4][C:3]=1[S:9]([NH:12][C:13]1[C:14]([O:52][CH3:53])=[N:15][CH:16]=[C:17]([C:19]2[CH:27]=[C:26]3[C:22]([CH:23]=[N:24][NH:25]3)=[C:21]([C:37]3[O:38][C:39]([CH2:42][N:43]4[CH2:44][CH2:45][N:46]([CH:49]([CH3:50])[CH3:51])[CH2:47][CH2:48]4)=[CH:40][N:41]=3)[CH:20]=2)[CH:18]=1)(=[O:10])=[O:11] |f:1.2|. Procedure: 2,4-Difluoro-N-[5-[4-(5-{[4-(1-methylethyl)-1-piperazinyl]methyl}-1,3-oxazol-2-yl)-1-(phenylsulfonyl)-1H-indazol-6-yl]-2-(methyloxy)-3-pyridinyl]benzenesulfonamide (81 mg, 0.106 mmol) was suspended in isopropanol (2 ml) and 2M sodium hydroxide (aq) (0.53 ml, 1.060 mmol) was added. The reaction mixture was stirred at RT for 2 h, the solvent removed and the residue dissolved in water (1 ml) and acidified to pH˜6 by the addition of 2M hydrogen chloride (aq). The resultant suspension was extracted w... Solvent: C1=CC=CC=C1 (benzene). The product is C(C=C)(=O)OCC(CN(F)F)N(F)F (2,3-bis(difluoramino)propyl acrylate). Reaction conditions: time 30 minute. The reactants are C(C)OP(OCC)OCC (triethylphosphite), 16.5, BrC(C(=O)OCC(CN(F)F)N(F)F)CBr (2,3-bis(difluoramino)-propyl α,β-dibromopropionate). Procedure details: Employing a system similar to that of Example 1, 7.30 parts (0.044 mole) of triethylphosphite is added to a solution of 16.5 parts (0.044 mole) of 2,3-bis(difluoramino)-propyl α,β-dibromopropionate in 100 ml. of dry benzene. The addition is made over a period of 30 minutes. A slightly exothermic reaction (25° to 36° C.) is observed. The mixture is stirred at ambient temperature for 24 hours, freed of solvent and distilled to give 2.89 parts (30 percent) of 2,3-bis(difluoramino)propyl acrylate (b... Isolated yield 30.0%. Reaction SMILES: C(OP(OCC)OCC)C.Br[CH:12]([CH2:25]Br)[C:13]([O:15][CH2:16][CH:17]([N:22]([F:24])[F:23])[CH2:18][N:19]([F:21])[F:20])=[O:14]>C1C=CC=CC=1>[C:13]([O:15][CH2:16][CH:17]([N:22]([F:23])[F:24])[CH2:18][N:19]([F:21])[F:20])(=[O:14])[CH:12]=[CH2:25]. The reactants are CC(=O)O, CO, CCC=O, CCC(CC)NC1COc2c(F)ccc(OC)c2C1. The product is CCCN(C(CC)CC)C1COc2c(F)ccc(OC)c2C1. As a reaction SMILES: [CH3:24][C:25](=[O:26])[OH:27].[CH3:28][OH:29].[CH:20]([CH2:21][CH3:22])=[O:23].[F:1][c:2]1[cH:3][cH:4][c:5]([O:18][CH3:19])[c:6]2[c:11]1[O:10][CH2:9][CH:8]([NH:12][CH:13]([CH2:14][CH3:15])[CH2:16][CH3:17])[CH2:7]2>>[F:1][c:2]1[cH:3][cH:4][c:5]([O:18][CH3:19])[c:6]2[c:11]1[O:10][CH2:9][CH:8]([N:12]([CH:13]([CH2:14][CH3:15])[CH2:16][CH3:17])[CH2:20][CH2:21][CH3:22])[CH2:7]2. The reactants are CCOC(=O)C (EtOAc), COC([C@@H](NC([C@H]1N(CCC1)S(=O)(=O)C1=CC=C(C=C1)C)=O)CC1=CC=C(C=C1)O)=O (N-(Toluene-4-sulfonyl)-L-prolyl-L-tyrosine methyl ester), [H-].[Na+] (sodium hydride), 2-Iodo sodium benzoate. Run in xylenes. Conditions: time 5 minute. Product: COC([C@@H](NC([C@H]1N(CCC1)S(=O)(=O)C1=CC=C(C=C1)C)=O)CC1=CC=C(C=C1)OC1=C(C=CC=C1)C(=O)O)=O (N-(Toluene4-sulfonyl)-L-prolyl-4-[2-(carboxy)phenoxy]-L-phenylalanine Methyl Ester). Reaction SMILES: [CH3:1][O:2][C:3](=[O:31])[C@H:4]([CH2:23][C:24]1[CH:29]=[CH:28][C:27]([OH:30])=[CH:26][CH:25]=1)[NH:5][C:6](=[O:22])[C@@H:7]1[CH2:11][CH2:10][CH2:9][N:8]1[S:12]([C:15]1[CH:20]=[CH:19][C:18]([CH3:21])=[CH:17][CH:16]=1)(=[O:14])=[O:13].[H-].[Na+].CC[O:36][C:37]([CH3:39])=[O:38]>>[CH3:1][O:2][C:3](=[O:31])[C@H:4]([CH2:23][C:24]1[CH:29]=[CH:28][C:27]([O:30][C:6]2[CH:7]=[CH:11][CH:10]=[CH:9][C:39]=2[C:37]([OH:36])=[O:38])=[CH:26][CH:25]=1)[NH:5][C:6](=[O:22])[C@@H:7]1[CH2:11][CH2:10][CH2:9][N:8]1[S:12]([C:15]1[CH:20]=[CH:19][C:18]([CH3:21])=[CH:17][CH:16]=1)(=[O:13])=[O:14] |f:1.2|. Procedure: N-(Toluene-4-sulfonyl)-L-prolyl-L-tyrosine methyl ester (2.14 g, 5.16 mmol) was added to a suspension of sodium hydride (60% in oil, 1.1 eq, 228 mg) in xylenes (50 mL) at 0° C. The reaction mixture was stirred for 5 minutes and cuprous bromideodimethyl sulfide complex (1.4 eq, 1.48 g) was added. The reaction mixture was stirred at 23° C. for 0.5 hours. 2-Iodo sodium benzoate (1.5 eq, 8.06 mmol) was added and the reaction mixture was refluxed for 12 hours. EtOAc (100 mL) was added, and the organi... Yields the product O=C(Cl)CN1C(=O)c2ccccc2C1=O. The reactants are O=C(Cl)C(=O)Cl, ClCCl, O=C(O)CN1C(=O)c2ccccc2C1=O, CN(C)C=O. Reaction SMILES: [Cl:16][C:17]([C:18]([Cl:19])=[O:20])=[O:21].[Cl:27][CH2:28][Cl:29].[O:1]=[C:2]1[N:3]([CH2:12][C:13](=[O:14])[OH:15])[C:4](=[O:11])[c:5]2[cH:6][cH:7][cH:8][cH:9][c:10]21.[O:22]=[CH:23][N:24]([CH3:25])[CH3:26]>>[O:1]=[C:2]1[N:3]([CH2:12][C:13](=[O:15])[Cl:16])[C:4](=[O:11])[c:5]2[cH:6][cH:7][cH:8][cH:9][c:10]21. Starting materials: ClC=1C=CC(=C2N3C(=NC21)N(CCC3)C=3C(=NC(=CC3)OC)C)C=O (9-chloro-1-(6-methoxy-2-methylpyridin-3-yl)-1,2,3,4-tetrahydropyrimido[1,2-a]benzimidazole-6-carbaldehyde), C(C)[Mg]Br (ethylmagnesium bromide). The solvent is O1CCCC1 (tetrahydrofuran). Run at time 2 hour. Product: ClC1=CC=C(C=2N3C(=NC21)N(CCC3)C=3C(=NC(=CC3)OC)C)C(CC)O (1-[9-Chloro-1-(6-methoxy-2-methylpyridin-3-yl)-1,2,3,4-tetrahydropyrimido[1,2-a]benzimidazol-6-yl]propan-1-ol). Yield: 96.3%. Reaction SMILES: [Cl:1][C:2]1[CH:3]=[CH:4][C:5]([CH:24]=[O:25])=[C:6]2[C:10]=1[N:9]=[C:8]1[N:11]([C:15]3[C:16]([CH3:23])=[N:17][C:18]([O:21][CH3:22])=[CH:19][CH:20]=3)[CH2:12][CH2:13][CH2:14][N:7]21.[CH2:26]([Mg]Br)[CH3:27]>O1CCCC1>[Cl:1][C:2]1[C:10]2[N:9]=[C:8]3[N:11]([C:15]4[C:16]([CH3:23])=[N:17][C:18]([O:21][CH3:22])=[CH:19][CH:20]=4)[CH2:12][CH2:13][CH2:14][N:7]3[C:6]=2[C:5]([CH:24]([OH:25])[CH2:26][CH3:27])=[CH:4][CH:3]=1. Procedure details: To a solution of 9-chloro-1-(6-methoxy-2-methylpyridin-3-yl)-1,2,3,4-tetrahydropyrimido[1,2-a]benzimidazole-6-carbaldehyde (673.0 mg, 1.886 mmol) in tetrahydrofuran (10.0 mL) was added ethylmagnesium bromide (3.0 M solution in diethyl ether, 0.94 mL, 2.829 mmol) at 0° C. The reaction mixture was stirred at room temperature for 2 hrs. The mixture was quenched with aqueous saturated ammonium chloride and extracted with ethyl acetate (×3). The combined organic layer was washed with brine, dried ove...